This data is from the Open Reaction Database (ORD), a public repository of structured organic reaction records. The task is: describe an organic reaction: reactants, conditions, products, and yield Starting materials: N1(CCCC1)C1CCC(CC1)NC(OC(C)(C)C)=O (tert-butyl N-(4-pyrrolidin-1-ylcyclohexyl)carbamate), N1(CCCC1)C1CCC(CC1)NC(OC(C)(C)C)=O (tert-butyl N-(4-pyrrolidin-1-ylcyclohexyl)carbamate). Solvent: C(=O)(C(F)(F)F)O (TFA), C(Cl)Cl (DCM), C(Cl)Cl (DCM). Reaction conditions: time 3 hour. Product: N1(CCCC1)C1CCC(CC1)N (4-pyrrolidin-1-ylcyclohexan-1-amine). The yield is 73.7%. As a reaction SMILES: [N:1]1([CH:6]2[CH2:11][CH2:10][CH:9]([NH:12]C(=O)OC(C)(C)C)[CH2:8][CH2:7]2)[CH2:5][CH2:4][CH2:3][CH2:2]1>C(Cl)Cl.C(O)(C(F)(F)F)=O>[N:1]1([CH:6]2[CH2:11][CH2:10][CH:9]([NH2:12])[CH2:8][CH2:7]2)[CH2:2][CH2:3][CH2:4][CH2:5]1. Procedure details: tert-butyl N-(4-pyrrolidin-1-ylcyclohexyl)carbamate (Intermediate 238; 222 mg, 0.83 mmol) was taken up in DCM (1.5 mL) and TFA (1 mL). The reaction mixture was stirred at ambient temperature for 3 hours, poured directly onto an SCX-3 cartridge (2 g), pre-wet with DCM. The cartridge was washed through with DCM (10 mL), followed by methanol (30 mL) and then eluted with 2M ammonia in Methanol (25 mL). Evaporation to dryness of the ammoniacal solution yielded the title compound as an amber coloured ...